The task is: describe an organic reaction: reactants, conditions, products, and yield. This data is from the Open Reaction Database (ORD), a public repository of structured organic reaction records. Starting materials: CS(N)(=O)=O, CN(C)c1ccncc1, CC1(C)Cc2cc(C(=O)O)ccc2NC1c1cccc(N2CCN(c3ccc(Cl)cc3)CC2)c1, ClCCl. Product: CC1(C)Cc2cc(C(=O)NS(C)(=O)=O)ccc2NC1c1cccc(N2CCN(c3ccc(Cl)cc3)CC2)c1. Reaction SMILES: [CH3:35][S:36](=[O:37])(=[O:38])[NH2:39].[CH3:40][N:41]([CH3:42])[c:43]1[cH:44][cH:45][n:46][cH:47][cH:48]1.[Cl:1][c:2]1[cH:3][cH:4][c:5]([N:8]2[CH2:9][CH2:10][N:11]([c:14]3[cH:15][c:16]([CH:20]4[NH:21][c:22]5[cH:23][cH:24][c:25]([C:32](=[O:33])[OH:34])[cH:26][c:27]5[CH2:28][C:29]4([CH3:30])[CH3:31])[cH:17][cH:18][cH:19]3)[CH2:12][CH2:13]2)[cH:6][cH:7]1.[Cl:49][CH2:50][Cl:51]>>[Cl:1][c:2]1[cH:3][cH:4][c:5]([N:8]2[CH2:9][CH2:10][N:11]([c:14]3[cH:15][c:16]([CH:20]4[NH:21][c:22]5[cH:23][cH:24][c:25]([C:32](=[O:33])[NH:39][S:36]([CH3:35])(=[O:37])=[O:38])[cH:26][c:27]5[CH2:28][C:29]4([CH3:30])[CH3:31])[cH:17][cH:18][cH:19]3)[CH2:12][CH2:13]2)[cH:6][cH:7]1.